Dataset: the Open Reaction Database (ORD), a public repository of structured organic reaction records. Task: describe an organic reaction: reactants, conditions, products, and yield Starting materials: N(=NC(=O)OC(C)(C)C)C(=O)OC(C)(C)C (di-tert-butyl azodicarboxylate), ON1C(C=2C(C1=O)=CC=CC2)=O (N-hydroxylphthalimide), C1(=CC=CC=C1)P(C1=CC=CC=C1)C1=CC=CC=C1 (triphenylphosphine), O1CCC(CC1)O (tetrahydro-4H-pyran-4-ol). The solvent is C1CCOC1 (THF). Reaction conditions: time 2 hour. Yields the product O1CCC(CC1)ON1C(C2=CC=CC=C2C1=O)=O (2-(tetrahydro-2H-pyran-4-yloxy)-1H-isoindole-1,3(2H)-dione). As a reaction SMILES: [OH:1][N:2]1[C:6](=[O:7])[C:5]2=[CH:8][CH:9]=[CH:10][CH:11]=[C:4]2[C:3]1=[O:12].C1(P(C2C=CC=CC=2)C2C=CC=CC=2)C=CC=CC=1.[O:32]1[CH2:37][CH2:36][CH:35](O)[CH2:34][CH2:33]1.N(C(OC(C)(C)C)=O)=NC(OC(C)(C)C)=O>C1COCC1>[O:32]1[CH2:37][CH2:36][CH:35]([O:1][N:2]2[C:3](=[O:12])[C:4]3[C:5](=[CH:8][CH:9]=[CH:10][CH:11]=3)[C:6]2=[O:7])[CH2:34][CH2:33]1. Procedure details: A light suspension containing N-hydroxylphthalimide (18.4 mmol, 3.0 g), triphenylphosphine (18.4 mmol, 4.82 g), tetrahydro-4H-pyran-4-ol (18.4 mmol, 1.75 mL) and anhydrous THF (50 mL), were transferred to a flask containing di-tert-butyl azodicarboxylate (20.2 mmol, 4.66 g) under nitrogen. Over 2 hours the reaction stirred at room temperature and changed from a dark orange to yellow in appearance. The solvent was removed under vacuum and replaced with trifluoroacetic acetic acid (10 mL). The rea... Reactants: O (water), BrCC1=CC=CC(=N1)C(=O)OC (methyl 6-(bromomethyl)picolinate), FC=1C=C(C=CC1)B(O)O (3-fluorophenylboronic acid), C([O-])([O-])=O.[Na+].[Na+] (sodium carbonate). The reagents and catalysts are C=1C=CC(=CC1)[P](C=2C=CC=CC2)(C=3C=CC=CC3)[Pd]([P](C=4C=CC=CC4)(C=5C=CC=CC5)C=6C=CC=CC6)([P](C=7C=CC=CC7)(C=8C=CC=CC8)C=9C=CC=CC9)[P](C=1C=CC=CC1)(C=1C=CC=CC1)C=1C=CC=CC1 (tetrakis(triphenylphosphine)palladium(0)). Run in COCCOC (1,2-dimethoxyethane), C(C)(=O)OCC (ethyl acetate). Reaction conditions: temperature 130 celsius. The product is FC=1C=C(CC2=CC=CC(=N2)C(=O)OC)C=CC1 (methyl 6-(3-fluorobenzyl)picolinate). Yield: 18.6%. As a reaction SMILES: Br[CH2:2][C:3]1[N:8]=[C:7]([C:9]([O:11][CH3:12])=[O:10])[CH:6]=[CH:5][CH:4]=1.[F:13][C:14]1[CH:15]=[C:16](B(O)O)[CH:17]=[CH:18][CH:19]=1.C(=O)([O-])[O-].[Na+].[Na+].O>C(OCC)(=O)C.C1C=CC([P]([Pd]([P](C2C=CC=CC=2)(C2C=CC=CC=2)C2C=CC=CC=2)([P](C2C=CC=CC=2)(C2C=CC=CC=2)C2C=CC=CC=2)[P](C2C=CC=CC=2)(C2C=CC=CC=2)C2C=CC=CC=2)(C2C=CC=CC=2)C2C=CC=CC=2)=CC=1.COCCOC>[F:13][C:14]1[CH:19]=[C:18]([CH:17]=[CH:16][CH:15]=1)[CH2:2][C:3]1[N:8]=[C:7]([C:9]([O:11][CH3:12])=[O:10])[CH:6]=[CH:5][CH:4]=1 |f:2.3.4,^1:39,41,60,79|. Procedure details: A mixture of methyl 6-(bromomethyl)picolinate (0.264 g; 1.15 mmol), 3-fluorophenylboronic acid (0.190 g; 1.31 mmol), tetrakis(triphenylphosphine)palladium(0) (0.066 g; 0.057 mmol) and sodium carbonate (0.244 g; 2.30 mmol) in the mixture of water (1 mL) and 1,2-dimethoxyethane (3 mL) was heated at 130° C. in a microwave oven for 20 minutes. The reaction mixture was diluted with ethyl acetate, and washed with water. The organic layer was concentrated under reduced pressure and the residue was puri... Starting materials: C=NO, CC(=O)[O-], Cl, [Cu+2], Nc1ccc(I)c(F)c1, O=N[O-], [Na+], [Na+], [Na+], [Na+], O, O=S([O-])[O-], O=S(=O)([O-])[O-]. Yields the product ON=Cc1ccc(I)c(F)c1. As a reaction SMILES: [CH2:20]=[N:21][OH:22].[CH3:16][C:17](=[O:18])[O-:19].[ClH:10].[Cu+2:35].[F:1][c:2]1[cH:3][c:4]([NH2:5])[cH:6][cH:7][c:8]1[I:9].[N:11]([O-:12])=[O:13].[Na+:14].[Na+:15].[Na+:27].[Na+:28].[OH2:29].[S:23]([O-:24])([O-:25])=[O:26].[S:30]([O-:31])([O-:32])(=[O:33])=[O:34]>>[F:1][c:2]1[cH:3][c:4]([CH:20]=[N:21][OH:22])[cH:6][cH:7][c:8]1[I:9]. Starting materials: BrB(Br)Br, COc1cc(Br)ccc1Cl, ClCCl. Product: Oc1cc(Br)ccc1Cl. Reaction SMILES: [B:1]([Br:2])([Br:3])[Br:4].[Br:5][c:6]1[cH:7][cH:8][c:9]([Cl:14])[c:10]([O:12][CH3:13])[cH:11]1.[Cl:15][CH2:16][Cl:17]>>[Br:5][c:6]1[cH:7][cH:8][c:9]([Cl:14])[c:10]([OH:12])[cH:11]1. Starting materials: C1(CCCC1)OC=1C=C(C=CC1OC)C1(CCC2(CC1)OCCO2)\C=C\C2=CC(=CC=C2)C#N (4-(3-cyclopentyloxy-4-methoxyphenyl)-4-(2[E]-(3-cyanophenyl)ethenyl)-1,1-(ethylenedioxy)cyclohexane), Cl (hydrochloric acid), Cl (hydrochloric acid). The solvent is O1CCCC1 (tetrahydrofuran). Run at temperature 75 celsius. The product is C1(CCCC1)OC=1C=C(C=CC1OC)C1(CCC(CC1)=O)\C=C\C1=CC(=CC=C1)C#N (4-(3-cyclopentyloxy-4-methoxyphenyl)-4-(2[E]-(3-cyanophenyl)ethenyl)cyclohexan-1-one). Isolated yield 74.7%. Reaction SMILES: [CH:1]1([O:6][C:7]2[CH:8]=[C:9]([C:15]3(/[CH:25]=[CH:26]/[C:27]4[CH:32]=[CH:31][CH:30]=[C:29]([C:33]#[N:34])[CH:28]=4)[CH2:20][CH2:19][C:18]4(OCC[O:21]4)[CH2:17][CH2:16]3)[CH:10]=[CH:11][C:12]=2[O:13][CH3:14])[CH2:5][CH2:4][CH2:3][CH2:2]1.Cl>O1CCCC1>[CH:1]1([O:6][C:7]2[CH:8]=[C:9]([C:15]3(/[CH:25]=[CH:26]/[C:27]4[CH:32]=[CH:31][CH:30]=[C:29]([C:33]#[N:34])[CH:28]=4)[CH2:16][CH2:17][C:18](=[O:21])[CH2:19][CH2:20]3)[CH:10]=[CH:11][C:12]=2[O:13][CH3:14])[CH2:2][CH2:3][CH2:4][CH2:5]1. Procedure: A solution of crude 4-(3-cyclopentyloxy-4-methoxyphenyl)-4-(2[E]-(3-cyanophenyl)ethenyl)-1,1-(ethylenedioxy)cyclohexane (0.58 g, 1.06 mmol) in tetrahydrofuran (20 mL) was treated with 3N aqueous hydrochloric acid (2.3 mL) under argon and heated at 75°-80° C. for 1 h. Additional hydrochloric acid (13 mL) was then added and the mixture heated at 75° C. for another 15 min. The reaction mixture was concentrated in vacuo, was extracted into methylene chloride, and the organic extract was washed with ...